From a dataset of the Open Reaction Database (ORD), a public repository of structured organic reaction records. describe an organic reaction: reactants, conditions, products, and yield Product: ClC=1C=C(C=NC1OC(C)C)C1=NC(=NO1)C=1C=C2C=NN(C2=CC1)CC(C(=O)OCC)(C)C (Ethyl 3-[5-(5-{5-chloro-6-[(1-methylethyl)oxy]-3-pyridinyl}-1,2,4-oxadiazol-3-yl)-1H-indazol-1-yl]-2,2-dimethylpropanoate). Isolated yield 22.0%. RXN SMILES: [Cl:1][C:2]1[CH:3]=[C:4]([C:12]2[O:16][N:15]=[C:14]([C:17]3[CH:18]=[C:19]4[C:23](=[CH:24][CH:25]=3)[NH:22][N:21]=[CH:20]4)[N:13]=2)[CH:5]=[N:6][C:7]=1[O:8][CH:9]([CH3:11])[CH3:10].Br[CH2:27][C:28]([CH3:35])([CH3:34])[C:29]([O:31][CH2:32][CH3:33])=[O:30].C([O-])([O-])=O.[K+].[K+]>CN(C=O)C>[Cl:1][C:2]1[CH:3]=[C:4]([C:12]2[O:16][N:15]=[C:14]([C:17]3[CH:18]=[C:19]4[C:23](=[CH:24][CH:25]=3)[N:22]([CH2:27][C:28]([CH3:35])([CH3:34])[C:29]([O:31][CH2:32][CH3:33])=[O:30])[N:21]=[CH:20]4)[N:13]=2)[CH:5]=[N:6][C:7]=1[O:8][CH:9]([CH3:11])[CH3:10] |f:2.3.4|. Reactants: ClC=1C=C(C=NC1OC(C)C)C1=NC(=NO1)C=1C=C2C=NNC2=CC1 (5-(5-{5-chloro-6-[(1-methylethyl)oxy]-3-pyridinyl}-1,2,4-oxadiazol-3-yl)-1H-indazole), BrCC(C(=O)OCC)(C)C (Ethyl 3-bromo-2,2-dimethylpropanoate), C(=O)([O-])[O-].[K+].[K+] (K2CO3). Run at temperature 80 celsius, time 48 hour. The solvent is CN(C)C=O (DMF). Reported procedure: A mixture of 5-(5-{5-chloro-6-[(1-methylethyl)oxy]-3-pyridinyl}-1,2,4-oxadiazol-3-yl)-1H-indazole (D110) (335 mg, 0.94 mmol), ethyl 3-bromo-2,2-dimethylpropanoate (D98) (197 mg, 0.94 mmol) and K2CO3 (130 mg, 0.94 mmol) in DMF (5 ml) was stirred at 80° C. for 48 hours. The reaction mixture was then cooled to room temperature and partitioned between EtOAc and water (30 ml). The organic phase was separated, dried over MgSO4 and concentrated in vacuo. Purification of the residue by flash chromatogra... The reactants are CC(C)=O, CC(=O)NC1CCCN2c3cc(Cl)ccc3Oc3ccccc3C12, O=C1CCC(=O)N1Cl, Cl. The product is CC(=O)NC1CCCN2c3c(ccc(Cl)c3Cl)Oc3ccccc3C12. RXN SMILES: [CH3:34][C:35](=[O:36])[CH3:37].[Cl:1][c:2]1[cH:3][c:4]2[c:5]([cH:23][cH:24]1)[O:6][c:7]1[c:8]([cH:19][cH:20][cH:21][cH:22]1)[CH:9]1[N:10]2[CH2:11][CH2:12][CH2:13][CH:14]1[NH:15][C:16]([CH3:17])=[O:18].[Cl:25][N:26]1[C:27](=[O:28])[CH2:29][CH2:30][C:31]1=[O:32].[ClH:33]>>[Cl:1][c:2]1[c:3]([Cl:25])[c:4]2[c:5]([cH:23][cH:24]1)[O:6][c:7]1[c:8]([cH:19][cH:20][cH:21][cH:22]1)[CH:9]1[N:10]2[CH2:11][CH2:12][CH2:13][CH:14]1[NH:15][C:16]([CH3:17])=[O:18]. The reactants are C(CCC)C1C(C2=CC=C(C(=C2C1)Cl)OC)=O (2-butyl-4-chloro-5-methoxy-1-indanone), C(=C)C(=O)CC (ethyl vinyl ketone), N12CCCCCC2=NCCC1 (1,8-diazabicyclo[5.4.0]undec-7-ene). Solvent: O1CCCC1 (tetrahydrofuran), CCOC(=O)C (EtOAc). Conditions: temperature 60 celsius. The product is C(CCC)C1(C(C2=CC=C(C(=C2C1)Cl)OC)=O)CCC(CC)=O (2-butyl-4-chloro-5-methoxy-2-(3-oxopentyl)-1-indanone). Yield: 93.9%. Reaction SMILES: [CH2:1]([CH:5]1[CH2:13][C:12]2[C:7](=[CH:8][CH:9]=[C:10]([O:15][CH3:16])[C:11]=2[Cl:14])[C:6]1=[O:17])[CH2:2][CH2:3][CH3:4].[CH:18]([C:20]([CH2:22][CH3:23])=[O:21])=[CH2:19].N12CCCN=C1CCCCC2>O1CCCC1.CCOC(C)=O>[CH2:1]([C:5]1([CH2:19][CH2:18][C:20](=[O:21])[CH2:22][CH3:23])[CH2:13][C:12]2[C:7](=[CH:8][CH:9]=[C:10]([O:15][CH3:16])[C:11]=2[Cl:14])[C:6]1=[O:17])[CH2:2][CH2:3][CH3:4]. Procedure details: A solution of 2-butyl-4-chloro-5-methoxy-1-indanone (200 mg, 0.79 mmol) in anhydrous tetrahydrofuran (0.8 mL) was placed under a nitrogen atmosphere and treated with ethyl vinyl ketone (0.118 mL, 1.19 mmol) followed by 1,8-diazabicyclo[5.4.0]undec-7-ene (0.024 mL, 0.158 mmol). The resulting solution was stirred and heated in an oil bath at 60° C. for 47 hours. After cooling to room temperature, the reaction mixture was diluted with EtOAc (20 mL) and washed with water (20 mL) containing 2N HCl (2... The reactants are C1(=CC=CC=C1)S(=O)(=O)Cl (Benzenesulfonyl chloride), N1=CC=CC=C1 (pyridine), C(C)(C)(C)OC(NC1CCN(CC1)C1=CC(=CC=2C=COC21)N)=O (tert-butyl[1-(5-amino-1-benzofuran-7-yl)piperidin-4-yl]carbamate), C(C)(C)(C)OC(NC1CCN(CC1)C1=CC(=CC=2C=COC21)N)=O (tert-butyl[1-(5-amino-1-benzofuran-7-yl)piperidin-4-yl]carbamate). Run in C(Cl)Cl (DCM). Conditions: time 1 hour. The product is Cl.NC1N(CCCC1)C1=CC(=CC=2C=COC21)NS(=O)(=O)C2=CC=CC=C2 (N-[7-(Aminopiperidin-1-yl)-1-benzofuran-5-yl]-benzenesulfonamide hydrochloride). Reaction SMILES: [C:1]1([S:7]([Cl:10])(=[O:9])=[O:8])[CH:6]=[CH:5][CH:4]=[CH:3][CH:2]=1.[N:11]1C=CC=CC=1.C(OC(=O)N[CH:24]1[CH2:29][CH2:28][N:27]([C:30]2[C:38]3[O:37][CH:36]=[CH:35][C:34]=3[CH:33]=[C:32]([NH2:39])[CH:31]=2)[CH2:26][CH2:25]1)(C)(C)C>C(Cl)Cl>[ClH:10].[NH2:11][CH:28]1[CH2:29][CH2:24][CH2:25][CH2:26][N:27]1[C:30]1[C:38]2[O:37][CH:36]=[CH:35][C:34]=2[CH:33]=[C:32]([NH:39][S:7]([C:1]2[CH:6]=[CH:5][CH:4]=[CH:3][CH:2]=2)(=[O:9])=[O:8])[CH:31]=1 |f:4.5|. Reported procedure: Benzenesulfonyl chloride (64.0 mg, 0.36 mmol) and pyridine (219 μL) were added to tert-butyl[1-(5-amino-1-benzofuran-7-yl)piperidin-4-yl]carbamate (100.0 mg, 0.30 mmol; Intermediate 49) in DCM (1 mL). The mixture was shaken at room temperature for 1 h, solvent was removed in vacuo and the residue was purified by preparative HPLC using acetonitrile-water gradients containing 0.1% trifluoroacetic acid. N-deprotection and conversion into the hydrochloride salt was performed by treatment with 2 M HC... Starting materials: C(#N)C=1C=CC=2N(C1)N=C(C2C2=CC=NC=C2)C2=CC=C(C=C2)F (6-Cyano-2-(4-fluorophenyl)-3-(4-pyridinyl)pyrazolo[1,5-a]pyridine), Cl (hydrochloric acid), [OH-].[Na+] (sodium hydroxide). Run in CCOCC (ether). Conditions: time 8 hour. Product: FC1=CC=C(C=C1)C1=NN2C(C=CC(=C2)C(=O)N)=C1C1=CC=NC=C1 (2-(4-Fluorophenyl)-3-(4-pyridinyl)pyrazolo[1,5-a]pyridine-6-carboxamide). The yield is 85.0%. RXN SMILES: [C:1]([C:3]1[CH:4]=[CH:5][C:6]2[N:7]([N:9]=[C:10]([C:18]3[CH:23]=[CH:22][C:21]([F:24])=[CH:20][CH:19]=3)[C:11]=2[C:12]2[CH:17]=[CH:16][N:15]=[CH:14][CH:13]=2)[CH:8]=1)#[N:2].Cl.[OH-:26].[Na+]>CCOCC>[F:24][C:21]1[CH:22]=[CH:23][C:18]([C:10]2[C:11]([C:12]3[CH:13]=[CH:14][N:15]=[CH:16][CH:17]=3)=[C:6]3[CH:5]=[CH:4][C:3]([C:1]([NH2:2])=[O:26])=[CH:8][N:7]3[N:9]=2)=[CH:19][CH:20]=1 |f:2.3|. Reported procedure: A mixture of 6-cyano-2-(4-fluorophenyl)-3-(4-pyridinyl)pyrazolo[1,5-a]pyridine (Example 52. 100 mg, 0.318 mmol) and concentrated hydrochloric acid (2 mL) were stirred at room temperature overnight. The mixture was diluted with ether, basified with 5N sodium hydroxide solution and extracted thoroughly with ethyl acetate several times. The combined organic layers were dried (MgSO4), filtered and evaporated to dryness. The title compound was isolated in 85% yield (90 mg). 1H NMR (d6-DMSO) δ 9.36 (s... The reactants are C(C=C)#N (acrylonitrile), FC1=CC=C(C=C1)C(O)(C1CCNCC1)C1=NC=CC=C1 (α-(4-fluorophenyl)-α-(2-pyridyl)-4-piperidinemethanol). Solvent: C(C)O (ethanol). Yields the product OC(C1CCN(CC1)CCC#N)(C1=NC=CC=C1)C1=CC=C(C=C1)F (3-{4-[Hydroxy(4-fluorophenyl)(2-pyridyl)methyl]-1-piperidyl}propanenitrile). As a reaction SMILES: [C:1](#[N:4])[CH:2]=[CH2:3].[F:5][C:6]1[CH:11]=[CH:10][C:9]([C:12]([C:20]2[CH:25]=[CH:24][CH:23]=[CH:22][N:21]=2)([CH:14]2[CH2:19][CH2:18][NH:17][CH2:16][CH2:15]2)[OH:13])=[CH:8][CH:7]=1>C(O)C>[OH:13][C:12]([C:9]1[CH:10]=[CH:11][C:6]([F:5])=[CH:7][CH:8]=1)([C:20]1[CH:25]=[CH:24][CH:23]=[CH:22][N:21]=1)[CH:14]1[CH2:15][CH2:16][N:17]([CH2:3][CH2:2][C:1]#[N:4])[CH2:18][CH2:19]1. Procedure: 2.3 ml (0.035 mol) of acrylonitrile are added dropwise to a solution of 10 g (0.035 mol) of α-(4-fluorophenyl)-α-(2-pyridyl)-4-piperidinemethanol in 60 ml of ethanol and 1 ml of Triton B. The reactants are BrC1=C(C=C(C=C1)OC)C (1-Bromo-4-methoxy-2-methyl-benzene). The reagents and catalysts are CC(C)(C)P(C(C)(C)C)C(C)(C)C.CC(C)(C)P(C(C)(C)C)C(C)(C)C.[Pd] (Pd(t-Bu3P)2). Solvent: cyclohexylzinc bromide THF. Run at temperature 100 celsius. Product: C1(CCCCC1)C1=C(C=C(C=C1)OC)C (1-cyclohexyl-4-methoxy-2-methyl-benzene). RXN SMILES: Br[C:2]1[CH:7]=[CH:6][C:5]([O:8][CH3:9])=[CH:4][C:3]=1[CH3:10]>CC(P(C(C)(C)C)C(C)(C)C)(C)C.CC(P(C(C)(C)C)C(C)(C)C)(C)C.[Pd]>[CH:2]1([C:2]2[CH:7]=[CH:6][C:5]([O:8][CH3:9])=[CH:4][C:3]=2[CH3:10])[CH2:7][CH2:6][CH2:5][CH2:4][CH2:3]1 |f:1.2.3|. Procedure details: 1-Bromo-4-methoxy-2-methyl-benzene (520 mg, 2.6 mmol) is dissolved in cyclohexylzinc bromide THF solution (0.5 M, 15 mL) in a microwave tube. Pd(t-Bu3P)2 (66 mg, 0.13 mmol, 0.05 eq.) is added to this solution. The mixture is purged with N2 (g) for 5 minutes and heated at 100° C. for 30 minutes using microwave irradiation. Upon completion, the reaction mixture is diluted with EtOAc, washed with 1 N HCl (aq), brine, filtered through celite, and dried over Na2SO4. After concentration, the residue i... Reactants: FC1=C(C=CC(=O)O)C=CC=C1 (2-fluorocinnamic acid), N1=C(N=CC=C1)OC=1C=C(C=CC1)[C@H](C)N ((S)-1-[3-(pyrimidin-2-yloxy)-phenyl]-ethylamine). Yields the product FC1=C(C=CC=C1)C=CC(=O)N[C@@H](C)C1=CC(=CC=C1)OC1=NC=CC=N1 ((S)-3-(2-fluoro-phenyl)-N-{1-[3-(pyrimidin-2-yloxy)-phenyl]-ethyl}-acrylamide). As a reaction SMILES: [F:1][C:2]1[CH:12]=[CH:11][CH:10]=[CH:9][C:3]=1[CH:4]=[CH:5][C:6]([OH:8])=O.[N:13]1[CH:18]=[CH:17][CH:16]=[N:15][C:14]=1[O:19][C:20]1[CH:21]=[C:22]([C@@H:26]([NH2:28])[CH3:27])[CH:23]=[CH:24][CH:25]=1>>[F:1][C:2]1[CH:12]=[CH:11][CH:10]=[CH:9][C:3]=1[CH:4]=[CH:5][C:6]([NH:28][C@H:26]([C:22]1[CH:23]=[CH:24][CH:25]=[C:20]([O:19][C:14]2[N:13]=[CH:18][CH:17]=[CH:16][N:15]=2)[CH:21]=1)[CH3:27])=[O:8]. Reported procedure: The title compound was prepared from 2-fluorocinnamic acid following the general procedures as described for Example 1 with the exception that (S)-1-[3-(pyrimidin-2-yloxy)-phenyl]-ethylamine was used. Reactants: C1CCOC1, O=C(Cl)COc1ccccc1, Sc1nc2ccc(NCc3ccccc3)cc2s1. Product: O=C(COc1ccccc1)N(Cc1ccccc1)c1ccc2nc(S)sc2c1. Reaction SMILES: [CH2:30]1[O:31][CH2:32][CH2:33][CH2:34]1.[O:19]([c:20]1[cH:21][cH:22][cH:23][cH:24][cH:25]1)[CH2:26][C:27](=[O:28])[Cl:29].[c:1]1([CH2:7][NH:8][c:9]2[cH:10][c:11]3[c:12]([n:13][c:14]([SH:16])[s:15]3)[cH:17][cH:18]2)[cH:2][cH:3][cH:4][cH:5][cH:6]1>>[c:1]1([CH2:7][N:8]([c:9]2[cH:10][c:11]3[c:12]([n:13][c:14]([SH:16])[s:15]3)[cH:17][cH:18]2)[C:27]([CH2:26][O:19][c:20]2[cH:21][cH:22][cH:23][cH:24][cH:25]2)=[O:28])[cH:2][cH:3][cH:4][cH:5][cH:6]1.